Dataset: the Open Reaction Database (ORD), a public repository of structured organic reaction records. Task: describe an organic reaction: reactants, conditions, products, and yield Reactants: OCCCOCc1ccccc1, ClCCl, O=[Cr](=O)([O-])Cl, c1cc[nH+]cc1. The product is O=CCCOCc1ccccc1. As a reaction SMILES: [CH2:12]([c:13]1[cH:14][cH:15][cH:16][cH:17][cH:18]1)[O:19][CH2:20][CH2:21][CH2:22][OH:23].[Cl:24][CH2:25][Cl:26].[O:1]=[Cr:2]([Cl:3])([O-:4])=[O:5].[nH+:6]1[cH:7][cH:8][cH:9][cH:10][cH:11]1>>[CH2:12]([c:13]1[cH:14][cH:15][cH:16][cH:17][cH:18]1)[O:19][CH2:20][CH2:21][CH:22]=[O:23]. Reactants: N,N'-Carbonyldiimidazole, C1(CCCCC1)CN1C(N(C=2NC(=NC2C1=O)C1=CC=C(/C=C/C(=O)O)C=C1)CC1CCCCC1)=O ((E)-4-[1,3 bis(cyclohexylmethyl)-1,2,3,6-tetrahydro-2,6-dioxo-9H-purin-8-yl]cinnamic acid), C1CCOC1 (THF), C(C)O (ethanol), C1CCC2=NCCCN2CC1 (DBU), C(C)O (ethanol), acyl imidazole. The solvent is CN(C)C=O (DMF). Run at time 3.75 hour. Product: C(C)OC(\C=C\C1=CC=C(C=C1)C=1NC=2N(C(N(C(C2N1)=O)CC1CCCCC1)=O)CC1CCCCC1)=O ((E)-Ethyl-4-[1,3-bis(cyclohexylmethyl)-1,2,3,6-tetrahydro-2,6-dioxo-9H-purin-8-yl]cinnamate). The yield is 72.0%. RXN SMILES: [CH:1]1([CH2:7][N:8]2[C:16](=[O:17])[C:15]3[N:14]=[C:13]([C:18]4[CH:28]=[CH:27][C:21](/[CH:22]=[CH:23]/[C:24]([OH:26])=[O:25])=[CH:20][CH:19]=4)[NH:12][C:11]=3[N:10]([CH2:29][CH:30]3[CH2:35][CH2:34][CH2:33][CH2:32][CH2:31]3)[C:9]2=[O:36])[CH2:6][CH2:5][CH2:4][CH2:3][CH2:2]1.[CH2:37]1COC[CH2:38]1.C(O)C.C1CCN2C(=NCCC2)CC1>CN(C=O)C>[CH2:37]([O:25][C:24](=[O:26])/[CH:23]=[CH:22]/[C:21]1[CH:20]=[CH:19][C:18]([C:13]2[NH:12][C:11]3[N:10]([CH2:29][CH:30]4[CH2:31][CH2:32][CH2:33][CH2:34][CH2:35]4)[C:9](=[O:36])[N:8]([CH2:7][CH:1]4[CH2:2][CH2:3][CH2:4][CH2:5][CH2:6]4)[C:16](=[O:17])[C:15]=3[N:14]=2)=[CH:28][CH:27]=1)[CH3:38]. Reported procedure: N,N'-Carbonyldiimidazole (Lancaster Synthesis, 908 mg, 5.6 mmol) was added to a pale yellow slurry of (E)-4-[1,3 bis(cyclohexylmethyl)-1,2,3,6-tetrahydro-2,6-dioxo-9H-purin-8-yl]cinnamic acid (from step (d) example 1, 1.962 g, 4.0 mmol) in anhydrous DMF (15 mL)-THF (15 mL) under nitrogen. The slurry was stirred for 3.75 h, during which time it became bright yellow as a gas evolved. Absolute ethanol (460 mL, 8 mmol) was then added, followed by DBU (Aldrich, 837 mL, 5.6 mmol). Addition of the base... Reactants: ClC1=CC=C(C(=N1)C)I (6-chloro-3-iodo-2-methyl-pyridine), C1CC(=O)N(C1=O)Br (NBS), CC(C)(C#N)N=NC(C)(C)C#N (AIBN). Solvent: ClCCCl (1,2-dichloroethane). Run at temperature 80 celsius. Yields the product BrCC1=NC(=CC=C1I)Cl (2-bromomethyl-6-chloro-3-iodo-pyridine). RXN SMILES: [Cl:1][C:2]1[N:7]=[C:6]([CH3:8])[C:5]([I:9])=[CH:4][CH:3]=1.C1C(=O)N([Br:17])C(=O)C1.CC(N=NC(C#N)(C)C)(C#N)C>ClCCCl>[Br:17][CH2:8][C:6]1[C:5]([I:9])=[CH:4][CH:3]=[C:2]([Cl:1])[N:7]=1. Reported procedure: To a stirred solution of 6-chloro-3-iodo-2-methyl-pyridine (20 g, 79 mmol, 1 eq) in 1,2-dichloroethane (200 mL) was added NBS (21.1 g, 118.6 mmol, 1.5 eq) followed by addition of AIBN (5.2 g, 31.6 mmol, 0.4 eq) at room temperature in dark. Resulting reaction mixture was heated at 80° C. for 16 hours. After maximum consumption of starting material, reaction mixture was cooled to room temperature and quenched with water (50 mL), extracted with DCM (3×50 mL). Combined organic phase was washed with ... The reactants are C1(=CC=CC=C1)[C@H](C)NC[C@H](CC(=O)O)CCC ((S,S)-3-[(1-phenyl ethylamino)-methyl]-hexanoic acid), C(C)(=O)OCC (ethyl acetate), Cl (hydrochloric acid), (RS)-1,1′-bi-2-naphthol. The solvent is CO (methanol). Conditions: temperature 50 celsius, time 1 hour. Yields the product C1=CC=C2C(=C1)C=CC(=C2C3=C(C=CC4=CC=CC=C43)O)O ((5)-1,1′-bi-2-naphthol). As a reaction SMILES: [C:1]1([C@@H:7](NC[C@@H](CCC)CC(O)=O)[CH3:8])[CH:6]=[CH:5][CH:4]=[CH:3][CH:2]=1.C([O:22][CH2:23][CH3:24])(=O)C.Cl>CO>[CH:1]1[CH:6]=[C:5]2[CH:4]=[CH:24][C:23]([OH:22])=[C:7]([C:1]3[C:2]4[C:3](=[CH:8][CH:7]=[CH:23][CH:24]=4)[CH:4]=[CH:5][C:6]=3[OH:22])[C:8]2=[CH:3][CH:2]=1. Procedure: (S,S)-3-[(1-phenyl ethylamino)-methyl]-hexanoic acid (5.0 g) is dissolved in methanol (20 mL) and (RS)-1,1′-bi-2-naphthol (5.75 g) is added to it at room temperature. The mixture is stirred at 50° C. for 1 hour, during which time solid precipitate comes out from the reaction mixture. Reaction mixture is allowed to cool to room temperature and filtered under reduced pressure to obtain 3.5 g of solid complex. Complex is suspended in the biphasic mixture of ethyl acetate (20 ml) and 1N hydrochloric...